Dataset: the Open Reaction Database (ORD), a public repository of structured organic reaction records. Task: describe an organic reaction: reactants, conditions, products, and yield Reactants: NC=1C=C2C(N(C(NC2=CC1[N+](=O)[O-])=O)NS(=O)(=O)C)=O (N-(6-amino-7-nitro-2,4-dioxo-1,4-dihydro-2H-quinazolin-3-yl)-methanesulfonamide), COC1OC(CC1)OC (2,5-dimethoxytetrahydrofuran). Run in C(C)(=O)O (acetic acid), C(C)OCC (diethyl ether). Yields the product [N+](=O)([O-])C1=C(C=C2C(N(C(NC2=C1)=O)NS(=O)(=O)C)=O)N1C=CC=C1 (N-(7-Nitro-2,4-dioxo-6-pyrrol-1-yl-1,4-dihydro-2H-quinazolin-3-yl)-methanesulfonamide). As a reaction SMILES: [NH2:1][C:2]1[CH:3]=[C:4]2[C:9](=[CH:10][C:11]=1[N+:12]([O-:14])=[O:13])[NH:8][C:7](=[O:15])[N:6]([NH:16][S:17]([CH3:20])(=[O:19])=[O:18])[C:5]2=[O:21].CO[CH:24]1[CH2:28][CH2:27][CH:26](OC)O1>C(O)(=O)C.C(OCC)C>[N+:12]([C:11]1[CH:10]=[C:9]2[C:4]([C:5](=[O:21])[N:6]([NH:16][S:17]([CH3:20])(=[O:18])=[O:19])[C:7](=[O:15])[NH:8]2)=[CH:3][C:2]=1[N:1]1[CH:24]=[CH:28][CH:27]=[CH:26]1)([O-:14])=[O:13]. Procedure details: A solution of N-(6-amino-7-nitro-2,4-dioxo-1,4-dihydro-2H-quinazolin-3-yl)-methanesulfonamide (90 mg, 0.285 mmol) and 2,5-dimethoxytetrahydrofuran (0.038 ml, 0.291 mmol) in acetic acid (0.5 ml) is refluxed for 80 minutes. The resulting suspension is filtered and the residue washed with ethyl acetate. The filtrate is concentrated in vacuo to give a brown solid which is suspended in diethyl ether and filtered to give a brown-orange solid as the desired pure product, m.p. 243-250° C. The reactants are NC1=C(C(=O)O)C(=CC=C1)Cl (2-amino-6-chlorobenzoic acid), O=S(Cl)Cl (SOCl2), ClC1=C(N)C=CC=C1 (2-chloroaniline). Run in C1=CC=CC=C1 (benzene). Yields the product NC1=C(C(=O)NC2=C(C=CC=C2)Cl)C(=CC=C1)Cl (2-Amino-6-chloro-N-(2-chlorophenyl)benzamide). Isolated yield 25.6%. Reaction SMILES: [NH2:1][C:2]1[CH:10]=[CH:9][CH:8]=[C:7]([Cl:11])[C:3]=1[C:4]([OH:6])=O.O=S(Cl)Cl.[Cl:16][C:17]1[CH:23]=[CH:22][CH:21]=[CH:20][C:18]=1[NH2:19]>C1C=CC=CC=1>[NH2:1][C:2]1[CH:10]=[CH:9][CH:8]=[C:7]([Cl:11])[C:3]=1[C:4]([NH:19][C:18]1[CH:20]=[CH:21][CH:22]=[CH:23][C:17]=1[Cl:16])=[O:6]. Reported procedure: Prepared according to Procedure A using 2-amino-6-chlorobenzoic acid (2.5 g, 14.6 mmol) and SOCl2 (2.7 mL, 36.4 mmol) in benzene (75 mL), followed by 2-chloroaniline (3.1 mL, 29.1 mmol) and CHCl2 (75 mL). The product chromatographed in CH2Cl2 is to provide 1.05 g of a yellow orange solid (26%). 1H NMR (CDCl3) δ: 8.54 (d, J=8.1 Hz, 1H); 8.30 (br s, 1H); 7.41 (dd, J=1.5, 8.0 Hz, 1H); 7.33 (t, J=7.8 Hz, 1H); 7.10 (t, J=8.1 Hz, 1H); 7.09 (dt, J=1.6, 7.8 Hz, 1H); 6.78 (dd, J=0.4, 7.9 Hz, 1H); 6.63 (d...